From a dataset of the Open Reaction Database (ORD), a public repository of structured organic reaction records. describe an organic reaction: reactants, conditions, products, and yield Starting materials: NC1=CC=NN1C(C)C (5-amino-1-isopropylpyrazole), ClC1=C(C(=O)O)C=C(C=C1)S(=O)(=O)N(CC)CC (2-chloro-5-(diethylaminosulfonyl)benzoic acid), C(=O)([O-])[O-].[K+].[K+] (K2CO3). Reagents/catalysts: CC(=O)[O-].CC(=O)[O-].[Cu+2] (Cu(OAc)2). Solvent: CN(C)C=O (DMF). Yields the product C(C)(C)N1N=CC=C1NC=1C(C(=O)O)=CC(=CC1)S(=O)(=O)N(CC)CC (N-(1-isopropylpyrazol-5-yl)-5-(diethylaminosulfonyl) anthranilic acid). Isolated yield 62.4%. RXN SMILES: [NH2:1][C:2]1[N:6]([CH:7]([CH3:9])[CH3:8])[N:5]=[CH:4][CH:3]=1.Cl[C:11]1[CH:19]=[CH:18][C:17]([S:20]([N:23]([CH2:26][CH3:27])[CH2:24][CH3:25])(=[O:22])=[O:21])=[CH:16][C:12]=1[C:13]([OH:15])=[O:14].C([O-])([O-])=O.[K+].[K+]>CC([O-])=O.CC([O-])=O.[Cu+2].CN(C=O)C>[CH:7]([N:6]1[C:2]([NH:1][C:11]2[C:12](=[CH:16][C:17]([S:20]([N:23]([CH2:26][CH3:27])[CH2:24][CH3:25])(=[O:21])=[O:22])=[CH:18][CH:19]=2)[C:13]([OH:15])=[O:14])=[CH:3][CH:4]=[N:5]1)([CH3:9])[CH3:8] |f:2.3.4,5.6.7|. Procedure: A mixture of 5-amino-1-isopropylpyrazole (6.43 g, 0.051 mol), 2-chloro-5-(diethylaminosulfonyl)benzoic acid (15.0 g, 0.051 mol), K2CO3 (7.04 g, 0.051 mol), Cu(OAc)2 (1.0 g) and DMF (100 mL) was refluxed for 24 hours. The reaction mixture was concentrated in vacuo and the residue was poured into water and neutralized with acetic acid. The mixture was extracted with CH2Cl2 and the CH2Cl2 layer was dried over MgSO4 and evaporated to afford 12.1 g of N-(1-isopropylpyrazol-5-yl)-5-(diethylaminosulfon... Reactants: CCOC(=O)OCC, C1CCOC1, CC(=O)c1ccc(Sc2ccccc2C(C)C)c(C(F)(F)F)c1, Cl, [H-], [Na+]. The product is CCOC(=O)CC(=O)c1ccc(Sc2ccccc2C(C)C)c(C(F)(F)F)c1. Reaction SMILES: [C:26]([O:27][CH2:28][CH3:29])([O:30][CH2:32][CH3:33])=[O:31].[CH2:35]1[O:36][CH2:37][CH2:38][CH2:39]1.[CH:1]([CH3:2])([CH3:3])[c:4]1[c:5]([S:10][c:11]2[c:12]([C:20]([F:21])([F:22])[F:23])[cH:13][c:14]([C:17]([CH3:18])=[O:19])[cH:15][cH:16]2)[cH:6][cH:7][cH:8][cH:9]1.[ClH:34].[H-:24].[Na+:25]>>[CH:1]([CH3:2])([CH3:3])[c:4]1[c:5]([S:10][c:11]2[c:12]([C:20]([F:21])([F:22])[F:23])[cH:13][c:14]([C:17]([CH2:18][C:26]([O:27][CH2:28][CH3:29])=[O:30])=[O:19])[cH:15][cH:16]2)[cH:6][cH:7][cH:8][cH:9]1. Reactants: Brc1ccc(OC2CCCCC2)cc1, CC(C)(C)[O-], CC(=O)C1CCCCC1, [K+], O=C(C=Cc1ccccc1)C=Cc1ccccc1, O=C(C=Cc1ccccc1)C=Cc1ccccc1, O=C(C=Cc1ccccc1)C=Cc1ccccc1, [Pd], [Pd]. Product: O=C(Cc1ccc(OC2CCCCC2)cc1)C1CCCCC1. Reaction SMILES: [Br:1][c:2]1[cH:3][cH:4][c:5]([O:8][CH:9]2[CH2:10][CH2:11][CH2:12][CH2:13][CH2:14]2)[cH:6][cH:7]1.[CH3:24][C:25]([CH3:26])([O-:27])[CH3:28].[CH:15]1([C:21](=[O:22])[CH3:23])[CH2:16][CH2:17][CH2:18][CH2:19][CH2:20]1.[K+:29].[O:32]=[C:33]([CH:34]=[CH:35][c:36]1[cH:37][cH:38][cH:39][cH:40][cH:41]1)[CH:42]=[CH:43][c:44]1[cH:45][cH:46][cH:47][cH:48][cH:49]1.[O:50]=[C:51]([CH:52]=[CH:53][c:54]1[cH:55][cH:56][cH:57][cH:58][cH:59]1)[CH:60]=[CH:61][c:62]1[cH:63][cH:64][cH:65][cH:66][cH:67]1.[O:68]=[C:69]([CH:70]=[CH:71][c:72]1[cH:73][cH:74][cH:75][cH:76][cH:77]1)[CH:78]=[CH:79][c:80]1[cH:81][cH:82][cH:83][cH:84][cH:85]1.[Pd:30].[Pd:31]>>[c:2]1([CH2:23][C:21]([CH:15]2[CH2:16][CH2:17][CH2:18][CH2:19][CH2:20]2)=[O:22])[cH:3][cH:4][c:5]([O:8][CH:9]2[CH2:10][CH2:11][CH2:12][CH2:13][CH2:14]2)[cH:6][cH:7]1. Starting materials: COc1ccc(S(=O)(=O)N(Cc2ccc(C(=O)NCCOCCOCCOCCN)cc2)C(C(=O)OC(C)(C)C)C(C)C)cc1, O=C1COCC(=O)O1, CN(C)C=O. The product is COc1ccc(S(=O)(=O)N(Cc2ccc(C(=O)NCCOCCOCCOCCNC(=O)COCC(=O)O)cc2)C(C(=O)OC(C)(C)C)C(C)C)cc1. Reaction SMILES: [C:1]([CH3:2])([CH3:3])([CH3:4])[O:5][C:6]([CH:7]([CH:8]([CH3:9])[CH3:10])[N:11]([S:12](=[O:13])(=[O:14])[c:15]1[cH:16][cH:17][c:18]([O:21][CH3:22])[cH:19][cH:20]1)[CH2:23][c:24]1[cH:25][cH:26][c:27]([C:30]([NH:31][CH2:32][CH2:33][O:34][CH2:35][CH2:36][O:37][CH2:38][CH2:39][O:40][CH2:41][CH2:42][NH2:43])=[O:44])[cH:28][cH:29]1)=[O:45].[C:46]1(=[O:53])[CH2:47][O:48][CH2:49][C:50](=[O:51])[O:52]1.[CH3:54][N:55]([CH3:56])[CH:57]=[O:58]>>[C:1]([CH3:2])([CH3:3])([CH3:4])[O:5][C:6]([CH:7]([CH:8]([CH3:9])[CH3:10])[N:11]([S:12](=[O:13])(=[O:14])[c:15]1[cH:16][cH:17][c:18]([O:21][CH3:22])[cH:19][cH:20]1)[CH2:23][c:24]1[cH:25][cH:26][c:27]([C:30]([NH:31][CH2:32][CH2:33][O:34][CH2:35][CH2:36][O:37][CH2:38][CH2:39][O:40][CH2:41][CH2:42][NH:43][C:50]([CH2:49][O:48][CH2:47][C:46](=[O:52])[OH:53])=[O:51])=[O:44])[cH:28][cH:29]1)=[O:45].